From a dataset of the Open Reaction Database (ORD), a public repository of structured organic reaction records. describe an organic reaction: reactants, conditions, products, and yield Reactants: CN1C[C@@H]2[C@H](C1)N(CC2)[C@H](C)C2=CC=CC=C2 ((3aR,6aR)-5-methyl-1-[(1R)-1-phenylethyl]-2,3,3a,4,6,6a-hexahydropyrrolo[3,2-c]pyrrole), CN1C[C@@H]2[C@H](C1)N(CC2)[C@H](C)C2=CC=CC=C2 ((3aR,6aR)-5-methyl-1-[(1R)-1-phenylethyl]-2,3,3a,4,6,6a-hexahydropyrrolo[3,2-c]pyrrole). Reagents/catalysts: [Pd] (Palladium on carbon). Run in C(C)O (ethanol). The product is CN1C[C@@H]2NCC[C@@H]2C1 ((3aR,6aR)-5-methyl-2,3,3a,4,6,6a-hexahydro-1H-pyrrolo[3,4-b]-pyrrole), solid. Isolated yield 99.0%. Reaction SMILES: [CH3:1][N:2]1[CH2:6][C@@H:5]2[N:7]([C@@H](C3C=CC=CC=3)C)[CH2:8][CH2:9][C@@H:4]2[CH2:3]1>[Pd].C(O)C>[CH3:1][N:2]1[CH2:3][C@@H:4]2[C@@H:5]([NH:7][CH2:8][CH2:9]2)[CH2:6]1. Procedure details: Palladium on carbon (10 g) was added to a solution of (3aR,6aR)-5-methyl-1-[(1R)-1-phenylethyl]-2,3,3a,4,6,6a-hexahydropyrrolo[3,2-c]pyrrole (Intermediate 38, 20 g, 0.087 mol) in ethanol (500 mL) under N2. The resulting mixture was hydrogenated at 70° C./45 psi for 24 h. The mixture was then filtered and the filtrate was concentrated in vacuo to give the title compound as a (10.9 g, 99%) solid; 1H NMR: 1.59-1.66 (1H, m), 1.86-1.95 (1H, m), 2.18 (s, 3H), 2.28-2.34 (2H, m), 2.46-2.47 (1H, m), 2.73... Starting materials: O=C([O-])[O-], CCOC(=O)c1sc(-n2cn[nH]c2=O)cc1C, CN(C)C=O, Fc1ccc(CBr)cc1, [K+], [K+]. Product: CCOC(=O)c1sc(-n2cnn(Cc3ccc(F)cc3)c2=O)cc1C. As a reaction SMILES: [C:18](=[O:19])([O-:20])[O-:21].[CH3:1][c:2]1[c:3]([C:13](=[O:14])[O:15][CH2:16][CH3:17])[s:4][c:5](-[n:7]2[cH:8][n:9][nH:10][c:11]2=[O:12])[cH:6]1.[CH3:33][N:34]([CH3:35])[CH:36]=[O:37].[F:24][c:25]1[cH:26][cH:27][c:28]([CH2:29][Br:30])[cH:31][cH:32]1.[K+:22].[K+:23]>>[CH3:1][c:2]1[c:3]([C:13](=[O:14])[O:15][CH2:16][CH3:17])[s:4][c:5](-[n:7]2[cH:8][n:9][n:10]([CH2:29][c:28]3[cH:27][cH:26][c:25]([F:24])[cH:32][cH:31]3)[c:11]2=[O:12])[cH:6]1. The product is [N+](=O)([O-])C1=C(NC(C)=O)C=CC(=C1)CC (2'-nitro-4'-ethylacetanilide). As a reaction SMILES: [N+:1]([O-:4])(O)=[O:2].[CH2:5]([C:7]1[CH:16]=[CH:15][C:10]([NH:11][C:12](=[O:14])[CH3:13])=[CH:9][CH:8]=1)[CH3:6].O>C(OC(=O)C)(=O)C.C(O)(=O)C>[N+:1]([C:9]1[CH:8]=[C:7]([CH2:5][CH3:6])[CH:16]=[CH:15][C:10]=1[NH:11][C:12](=[O:14])[CH3:13])([O-:4])=[O:2]. Reactants: [N+](=O)(O)[O-] (nitric acid), O (water), C(C)C1=CC=C(NC(C)=O)C=C1 (p-ethylacetanilide). Procedure details: A mixture of fuming nitric acid (1.4 ml.) and acetic acid (2 ml.) was added portionwise to a stirred 0°C. solution of p-ethylacetanilide (4.0 grams) in acetic anhydride (4.2 ml.) and acetic acid (4.4 ml.). The temperature was allowed to rise slowly to 25°C. Subsequently the reaction mixture was poured into 100 ml. of water. An oil settled but did not crystallize. The mixture was extracted with ether and evaporated, leaving the 2'-nitro-4'-ethylacetanilide as a dark oil. The solvent is C(C)(=O)O (acetic acid), C(C)(=O)OC(C)=O (acetic anhydride), C(C)(=O)O (acetic acid). Reactants: N(=[N+]=[N-])CC1=C(C=C2C=C(C(OC2=C1)C(F)(F)F)C(=O)OCC)Cl (ethyl 7-(azidomethyl)-6-chloro-2-(trifluoromethyl)-2H-chromene-3-carboxylate). The reagents and catalysts are [Pd] (Pd-C). The solvent is CCO (EtOH). Conditions: time 8 hour. The product is NCC1=C(C=C2C=C(C(OC2=C1)C(F)(F)F)C(=O)OCC)Cl (ethyl 7-(aminomethyl)-6-chloro-2-(trifluoromethyl)-2H-chromene-3-carboxylate). The yield is 104.3%. Reaction SMILES: [N:1]([CH2:4][C:5]1[CH:14]=[C:13]2[C:8]([CH:9]=[C:10]([C:19]([O:21][CH2:22][CH3:23])=[O:20])[CH:11]([C:15]([F:18])([F:17])[F:16])[O:12]2)=[CH:7][C:6]=1[Cl:24])=[N+]=[N-]>CCO.[Pd]>[NH2:1][CH2:4][C:5]1[CH:14]=[C:13]2[C:8]([CH:9]=[C:10]([C:19]([O:21][CH2:22][CH3:23])=[O:20])[CH:11]([C:15]([F:17])([F:18])[F:16])[O:12]2)=[CH:7][C:6]=1[Cl:24]. Reported procedure: The ester from Step 4 (0.93 g, 2.57 mmole) was dissolved in EtOH (30 mL). 10% Pd-C (0.11 g, 11% weight) was added to the solution after flushing nitrogen. The mixture was stirred at hydrogen sphere for overnight. Pd was filtered off the filtrate was concentrated to give yellow oil (0.9 g, 100%): LCMS m/z 336.05 (M+H). This ester was of suitable purity to use without further purification. The reactants are intermediate 78C, ClC=1C=C(/C=C/C(=O)O)C=CC1Cl ((E)-3,4-dichlorocinnamic acid), C[C@H]1NCCC(NC1)=O ((R)-2-methyl-[1,4]diazepan-5-one). Product: ClC=1C=C(C=CC1Cl)/C=C/C(=O)N1[C@@H](CNC(CC1)=O)C ((R)-1-[(E)-3-(3,4-Dichloro-phenyl)-acryloyl]-2-methyl-[1,4]diazepan-5-one). Reaction SMILES: [Cl:1][C:2]1[CH:3]=[C:4]([CH:10]=[CH:11][C:12]=1[Cl:13])/[CH:5]=[CH:6]/[C:7]([OH:9])=O.[CH3:14][C@@H:15]1[CH2:21][NH:20][C:19](=[O:22])[CH2:18][CH2:17][NH:16]1>>[Cl:1][C:2]1[CH:3]=[C:4](/[CH:5]=[CH:6]/[C:7]([N:16]2[CH2:17][CH2:18][C:19](=[O:22])[NH:20][CH2:21][C@H:15]2[CH3:14])=[O:9])[CH:10]=[CH:11][C:12]=1[Cl:13]. Reported procedure: In analogy to the procedure described in intermediate 78C, (E)-3,4-dichlorocinnamic acid and (R)-2-methyl-[1,4]diazepan-5-one gave the title compound as a colorless gum, MS: m/e=327.3 (MH+). Starting materials: O=C(Cl)Oc1ccc([N+](=O)[O-])cc1, ClCCl, Nc1ccc2c(c1)CCC2. The product is O=C(Nc1ccc2c(c1)CCC2)Oc1ccc([N+](=O)[O-])cc1. RXN SMILES: [Cl:11][C:12](=[O:13])[O:14][c:15]1[cH:16][cH:17][c:18]([N+:21](=[O:22])[O-:23])[cH:19][cH:20]1.[Cl:24][CH2:25][Cl:26].[NH2:1][c:2]1[cH:3][c:4]2[c:8]([cH:9][cH:10]1)[CH2:7][CH2:6][CH2:5]2>>[NH:1]([c:2]1[cH:3][c:4]2[c:8]([cH:9][cH:10]1)[CH2:7][CH2:6][CH2:5]2)[C:12](=[O:13])[O:14][c:15]1[cH:16][cH:17][c:18]([N+:21](=[O:22])[O-:23])[cH:19][cH:20]1. Starting materials: CON=C(C(=O)OCC)C=1N=C(SC1)N (ethyl α-methoxyimino-α-(2-aminothiazol-4-yl)acetate), ClCC(=O)Cl (chloroacetyl chloride), ice water. Run in CC(=O)N(C)C (dimethylacetamide). Run at time 1 hour. Yields the product CON=C(C(=O)OCC)C=1N=C(SC1)NC(CCl)=O (ethyl α-methoxyimino-α-[2-(chloroacetamido)thiazol-4-yl]acetate). Isolated yield 94.9%. Reaction SMILES: [CH3:1][O:2][N:3]=[C:4]([C:10]1[N:11]=[C:12]([NH2:15])[S:13][CH:14]=1)[C:5]([O:7][CH2:8][CH3:9])=[O:6].[Cl:16][CH2:17][C:18](Cl)=[O:19]>CC(N(C)C)=O>[CH3:1][O:2][N:3]=[C:4]([C:10]1[N:11]=[C:12]([NH:15][C:18](=[O:19])[CH2:17][Cl:16])[S:13][CH:14]=1)[C:5]([O:7][CH2:8][CH3:9])=[O:6]. Procedure: To a solution of 10 g of ethyl α-methoxyimino-α-(2-aminothiazol-4-yl)acetate in 100 ml of dimethylacetamide is dropwise added 5.91 g of chloroacetyl chloride under ice-cooling. After the stirring for 1 hour at room temperature, the reaction mixture is poured into ice-water and the resultant solution is extracted with ethyl acetate. The organic layer is washed and dried, followed by the distillation of solvent to give 12.66 g of ethyl α-methoxyimino-α-[2-(chloroacetamido)thiazol-4-yl]acetate as a...